This data is from the Open Reaction Database (ORD), a public repository of structured organic reaction records. The task is: describe an organic reaction: reactants, conditions, products, and yield Starting materials: C(C)OC(=O)C=1SC(=C(C1C1=CC=C(C=C1)I)C#N)N (5-amino-4-cyano-3-(4-iodo-phenyl)-thiophene-2-carboxylic acid ethyl ester), CSC1=C(C=CC=C1)B(O)O (2-(methylthio)phenylboronic acid), C([O-])([O-])=O.[Na+].[Na+] (sodium carbonate). The reagents and catalysts are C=1C=CC(=CC1)[P](C=2C=CC=CC2)(C=3C=CC=CC3)[Pd]([P](C=4C=CC=CC4)(C=5C=CC=CC5)C=6C=CC=CC6)([P](C=7C=CC=CC7)(C=8C=CC=CC8)C=9C=CC=CC9)[P](C=1C=CC=CC1)(C=1C=CC=CC1)C=1C=CC=CC1 (tetrakis(triphenylphosphine)palladium). Run in O1CCOCC1 (dioxane). Conditions: time 3 hour. Product: C(C)OC(=O)C=1SC(=C(C1C1=CC=C(C=C1)C1=C(C=CC=C1)SC)C#N)N (5-Amino-4-cyano-3-(2′methylsulfanyl-biphenyl-4-yl)-thiophene-2-carboxylic acid ethyl ester). Reaction SMILES: [CH2:1]([O:3][C:4]([C:6]1[S:7][C:8]([NH2:20])=[C:9]([C:18]#[N:19])[C:10]=1[C:11]1[CH:16]=[CH:15][C:14](I)=[CH:13][CH:12]=1)=[O:5])[CH3:2].[CH3:21][S:22][C:23]1[CH:28]=[CH:27][CH:26]=[CH:25][C:24]=1B(O)O.C(=O)([O-])[O-].[Na+].[Na+]>O1CCOCC1.C1C=CC([P]([Pd]([P](C2C=CC=CC=2)(C2C=CC=CC=2)C2C=CC=CC=2)([P](C2C=CC=CC=2)(C2C=CC=CC=2)C2C=CC=CC=2)[P](C2C=CC=CC=2)(C2C=CC=CC=2)C2C=CC=CC=2)(C2C=CC=CC=2)C2C=CC=CC=2)=CC=1>[CH2:1]([O:3][C:4]([C:6]1[S:7][C:8]([NH2:20])=[C:9]([C:18]#[N:19])[C:10]=1[C:11]1[CH:16]=[CH:15][C:14]([C:24]2[CH:25]=[CH:26][CH:27]=[CH:28][C:23]=2[S:22][CH3:21])=[CH:13][CH:12]=1)=[O:5])[CH3:2] |f:2.3.4,^1:47,49,68,87|. Procedure: Combine 5-amino-4-cyano-3-(4-iodo-phenyl)-thiophene-2-carboxylic acid ethyl ester (0.829 mmol) in dioxane and add 2-(methylthio)phenylboronic acid, tetrakis(triphenylphosphine)palladium (0), and 1.4 ml of 2M sodium carbonate solution and heat to reflux. After 3 hours, purification by radial chromatography (6000 micron Si plate) eluting with 10-20% ethylacetate/methylene chloride provides the title compound: 1H NMR (400 MHz, CDCl3) δ 7.49-7.19 (m, 8H), 5.26 (s, 2H), 4.17 (q, 2H, J=7.2 Hz), 2.38 (... Reactants: ClC1=CC=C(C=C1)O (p-Chlorophenol), CI (methyl iodide), C([O-])([O-])=O.[K+].[K+] (potassium carbonate). Run in CC(=O)C (acetone). Conditions: temperature 60 celsius. The product is ClC1=CC=C(C=C1)OC (p-chloroanisole). Yield: 75.0%. As a reaction SMILES: [Cl:1][C:2]1[CH:7]=[CH:6][C:5]([OH:8])=[CH:4][CH:3]=1.CI.[C:11](=O)([O-])[O-].[K+].[K+]>CC(C)=O>[Cl:1][C:2]1[CH:7]=[CH:6][C:5]([O:8][CH3:11])=[CH:4][CH:3]=1 |f:2.3.4|. Procedure: p-Chlorophenol (2 g, 15 mmol), methyl iodide (1.36 ml, 21.8 mmol) and potassium carbonate (2.07 g, 15.6 mmol) in dry acetone (15 ml) were taken in a 50 ml flask. After refluxing for 3 hrs at 60° C., acetone was removed using a rotary evaporator. Water was added and the product was extracted with CH2Cl2 to afford 2.2 g of crude product, which was purified by column chromatography using hexane as eluent to yield p-chloroanisole in 75% yield (1.59 g). Starting materials: [Na][Na] (disodium), C(#N)C(=C(S)C#N)S (1,2-dicyano-1,2-dimercaptoethylene), BrC(CBr)C1=CC=CC=C1 (1,2-dibromo-1-phenylethane). Conditions: temperature 40 celsius. The product is C(#N)C=1SCC(SC1C#N)C1=CC=CC=C1 (2,3-dicyano-5,6-dihydro-5-phenyl-p-dithiin). Reaction SMILES: [Na][Na].[C:3]([C:5]([SH:10])=[C:6]([C:8]#[N:9])[SH:7])#[N:4].Br[CH:12]([C:15]1[CH:20]=[CH:19][CH:18]=[CH:17][CH:16]=1)[CH2:13]Br>>[C:8]([C:6]1[S:7][CH2:13][CH:12]([C:15]2[CH:20]=[CH:19][CH:18]=[CH:17][CH:16]=2)[S:10][C:5]=1[C:3]#[N:4])#[N:9]. Procedure: To a stirred suspension of 18.6 g of the disodium salt of 1,2-dicyano-1,2-dimercaptoethylene under nitrogen is added 26.4 g of 1,2-dibromo-1-phenylethane. After stirring at 40° C. for one-half hour, the mixture is heated under reflux for 1.5 hours, cooled, filtered, and the solvent removed under reduced pressure. The residue is crystallized by filtration with carbon tetrachloride to give the product, 2,3-dicyano-5,6-dihydro-5-phenyl-p-dithiin, as golden brown crystals, melting point 121.5° C. to... The reactants are C(C)(C)(C)OC(/C=C/C=1C(=C(C=2CCCCC2C1)C(=O)OC)NS(=O)(=O)C1=CC=CC=C1)=O (methyl 3-[(1E)-3-tert-butoxy-3-oxo-1-propenyl]-2-[(phenylsulfonyl)amino]-5,6,7,8-tetrahydro-1-naphthalenecarboxylate), C(=O)(C(F)(F)F)O (TFA). Run in C(Cl)Cl (CH2Cl2), C(Cl)Cl (CH2Cl2). Conditions: time 2 hour. Product: COC(=O)C1=C(C(=CC=2CCCCC12)/C=C/C(=O)O)NS(=O)(=O)C1=CC=CC=C1 ((2E)-3-{4-(methoxycarbonyl)-3-[(phenylsulfonyl)amino]-5,6,7,8-tetrahydro-2-naphthalenyl}acrylic acid). The yield is 105.9%. RXN SMILES: C([O:5][C:6](=[O:33])/[CH:7]=[CH:8]/[C:9]1[C:10]([NH:23][S:24]([C:27]2[CH:32]=[CH:31][CH:30]=[CH:29][CH:28]=2)(=[O:26])=[O:25])=[C:11]([C:19]([O:21][CH3:22])=[O:20])[C:12]2[CH2:13][CH2:14][CH2:15][CH2:16][C:17]=2[CH:18]=1)(C)(C)C.C(O)(C(F)(F)F)=O>C(Cl)Cl>[CH3:22][O:21][C:19]([C:11]1[C:12]2[CH2:13][CH2:14][CH2:15][CH2:16][C:17]=2[CH:18]=[C:9](/[CH:8]=[CH:7]/[C:6]([OH:33])=[O:5])[C:10]=1[NH:23][S:24]([C:27]1[CH:32]=[CH:31][CH:30]=[CH:29][CH:28]=1)(=[O:25])=[O:26])=[O:20]. Reported procedure: A mixture of Example 476C (0.12 g, 0.25 mmol) in CH2Cl2 (3 mL) was treated with TFA (6 mL), stirred for 2 hours, and diluted with CH2Cl2. The organic layer was washed with 1M NaOH and brine (200 mL), dried (MgSO4), filtered, and concentrated to provide the desired product (0.11 g). MS (DCI) m/e 416 (M+H)+. The reactants are VII, C(CCC)N (n-butylamine), C(CCC)N (n-butylamine), N1(N=NC2=C1C=CC=C2)C2=NC1=C(C(O2)=O)C(=CC=C1)CC (2-(1-benzotriazolyl)-5-ethyl-4H-3,1-benzoxazin-4-one), C(C)(=O)OCC (ethyl acetate). Solvent: C1(=CC=CC=C1)C (toluene), C(Cl)Cl (methylene chloride), C(Cl)Cl (methylene chloride). Reaction conditions: time 20 minute. Product: C(CCC)N (n-butylamine), C(CCC)NC1=NC2=C(C(O1)=O)C(=CC=C2)CC (2-n-butylamino-5-ethyl-4H-3,1-benzoxazin-4-one). Reaction SMILES: [CH2:1]([NH2:5])[CH2:2][CH2:3][CH3:4].[N:6]1([C:15]2[O:20][C:19](=[O:21])[C:18]3[C:22]([CH2:26][CH3:27])=[CH:23][CH:24]=[CH:25][C:17]=3[N:16]=2)[C:10]2C=C[CH:13]=[CH:14][C:9]=2N=N1.C(OCC)(=O)C>C(Cl)Cl.C1(C)C=CC=CC=1>[CH2:1]([NH2:5])[CH2:2][CH2:3][CH3:4].[CH2:10]([NH:6][C:15]1[O:20][C:19](=[O:21])[C:18]2[C:22]([CH2:26][CH3:27])=[CH:23][CH:24]=[CH:25][C:17]=2[N:16]=1)[CH2:9][CH2:14][CH3:13]. Procedure details: A standard solution of n-butylamine was prepared by adding 0.5 ml of n-butylamine to a 10 ml volumetric flask containing 10 ml dry methylene chloride. The n-butylamine solution (0.85 ml) was then added to 2-(1-benzotriazolyl)-5-ethyl-4H-3,1-benzoxazin-4-one (150 mg), prepared as described in Preparation VII above, in 21 mg of dry methylene chloride, and the mixture was stirred for 20 minutes. Analysis by TLC (20% ethyl acetate in toluene) indicated that the reaction was complete. The methylene c... Starting materials: NC=1C(=NC(=CN1)C1=CC=C(C=C1)S(=O)(=O)C(C)C)C(=O)NNC(=S)N ([[3-amino-6-(4-isopropylsulfonylphenyl)pyrazine-2-carbonyl]amino]thiourea). The solvent is ClCCCl (DCE), C(CCl)Cl (EDC). The product is NC=1C(=NC(=CN1)C1=CC=C(C=C1)S(=O)(=O)C(C)C)C1=NN=C(O1)N (5-[3-amino-6-(4-isopropylsulfonylphenyl)pyrazin-2-yl]-1,3,4-oxadiazol-2-amine). Yield: 86.1%. RXN SMILES: [NH2:1][C:2]1[C:3]([C:20]([NH:22][NH:23][C:24]([NH2:26])=S)=[O:21])=[N:4][C:5]([C:8]2[CH:13]=[CH:12][C:11]([S:14]([CH:17]([CH3:19])[CH3:18])(=[O:16])=[O:15])=[CH:10][CH:9]=2)=[CH:6][N:7]=1>ClCCCl>[NH2:1][C:2]1[C:3]([C:20]2[O:21][C:24]([NH2:26])=[N:23][N:22]=2)=[N:4][C:5]([C:8]2[CH:13]=[CH:12][C:11]([S:14]([CH:17]([CH3:19])[CH3:18])(=[O:16])=[O:15])=[CH:10][CH:9]=2)=[CH:6][N:7]=1. Procedure: EDC (109.3 mg, 0.5704 mmol) was added to a stirred suspension of [[3-amino-6-(4-isopropylsulfonylphenyl)pyrazine-2-carbonyl]amino]thiourea (150 mg, 0.3803 mmol) in DCE (3.000 mL) and the reaction mixture heated at reflux for 22 h. The solvent was removed in vacuo and the residue partitioned between EtOAc and water. The aqueous layer was extracted with EtOAc (3×10 mL) and the combined organic extracts dried MgSO4, filtered and concentrated in vacuo to give the sub-title compound as a yellow solid... The reactants are O=C([O-])[O-], COC(OC)c1ccsc1C(O)c1ccccc1F, ClCCl, [K+], [K+]. Yields the product O=Cc1ccsc1C(O)c1ccccc1F. As a reaction SMILES: [C:20](=[O:21])([O-:22])[O-:23].[CH3:1][O:2][CH:3]([c:4]1[c:5]([CH:9]([OH:10])[c:11]2[c:12]([F:17])[cH:13][cH:14][cH:15][cH:16]2)[s:6][cH:7][cH:8]1)[O:18][CH3:19].[Cl:26][CH2:27][Cl:28].[K+:24].[K+:25]>>[O:2]=[CH:3][c:4]1[c:5]([CH:9]([OH:10])[c:11]2[c:12]([F:17])[cH:13][cH:14][cH:15][cH:16]2)[s:6][cH:7][cH:8]1.